Dataset: the Open Reaction Database (ORD), a public repository of structured organic reaction records. Task: describe an organic reaction: reactants, conditions, products, and yield The reactants are ClC=1C=CC2=C(C(=C(O2)SC2=CC=CN=N2)C)C1 (6-(5-chloro-3-methyl-benzofuran-2-sulfenyl)-pyridazine), Cl (HCl), O1CCOCC1 (dioxane). Run at temperature 100 celsius. Product: ClC=1C=CC2=C(C(=C(O2)SC=2C=CC(NN2)=O)C)C1 (6-(5-chloro-3-methyl-benzofuran-2-sulfenyl)-2-H-pyridazin-3-one). The yield is 73.0%. As a reaction SMILES: [Cl:1][C:2]1[CH:3]=[CH:4][C:5]2[O:9][C:8]([S:10][C:11]3[N:16]=[N:15][CH:14]=[CH:13][CH:12]=3)=[C:7]([CH3:17])[C:6]=2[CH:18]=1.Cl.[O:20]1CCOCC1>>[Cl:1][C:2]1[CH:3]=[CH:4][C:5]2[O:9][C:8]([S:10][C:11]3[CH:12]=[CH:13][C:14](=[O:20])[NH:15][N:16]=3)=[C:7]([CH3:17])[C:6]=2[CH:18]=1. Reported procedure: A mixture of 6-(5-chloro-3-methyl-benzofuran-2-sulfenyl)-pyridazine (1.6 mmol, 500 mg), conc. HCl (1 mL), and dioxane (5 mL) was heated at 100° C. for 2 hours. The reaction mixture was cooled and evaporated to dryness. Water (10 mL) was added to the residue, and the resulting white precipitate was collected and crystallized from ethanol to obtain the desired product, 6-(5-chloro-3-methyl-benzofuran-2-sulfenyl)-2-H-pyridazin-3-one (73%, 113 mg); mp>240° C. The reactants are C(C1=CC=CC=C1)NC1=C(C=NC=2N1N=CC2C(=O)O)C(=O)N2CCC1(CC2)C=C(C2=CC=CC=C21)C (7-Benzylamino-6-(3-methylspiro[inden-1,4′-piperidine]-1′-ylcarbonyl)pyrazolo[1,5-a]pyrimidine-3-carboxylic acid), CS(=O)(=O)N (methanesulfonamide). Yields the product C(C1=CC=CC=C1)NC1=C(C=NC=2N1N=CC2C(=O)NS(=O)(=O)C)C(=O)N2CCC1(CC2)C=C(C2=CC=CC=C21)C (N-[7-Benzylamino-6-(3-methylspiro[inden-1,4′-piperidine]-1′-ylcarbonyl)pyrazolo[1,5-a]pyrimidine-3-carbonyl]methanesulfonamide). Isolated yield 63.7%. Reaction SMILES: [CH2:1]([NH:8][C:9]1[N:14]2[N:15]=[CH:16][C:17]([C:18](O)=[O:19])=[C:13]2[N:12]=[CH:11][C:10]=1[C:21]([N:23]1[CH2:28][CH2:27][C:26]2([C:36]3[C:31](=[CH:32][CH:33]=[CH:34][CH:35]=3)[C:30]([CH3:37])=[CH:29]2)[CH2:25][CH2:24]1)=[O:22])[C:2]1[CH:7]=[CH:6][CH:5]=[CH:4][CH:3]=1.[CH3:38][S:39]([NH2:42])(=[O:41])=[O:40]>>[CH2:1]([NH:8][C:9]1[N:14]2[N:15]=[CH:16][C:17]([C:18]([NH:42][S:39]([CH3:38])(=[O:41])=[O:40])=[O:19])=[C:13]2[N:12]=[CH:11][C:10]=1[C:21]([N:23]1[CH2:24][CH2:25][C:26]2([C:36]3[C:31](=[CH:32][CH:33]=[CH:34][CH:35]=3)[C:30]([CH3:37])=[CH:29]2)[CH2:27][CH2:28]1)=[O:22])[C:2]1[CH:3]=[CH:4][CH:5]=[CH:6][CH:7]=1. Procedure: In the same manner as in Example 1, step 6 and using 7-benzylamino-6-(3-methylspiro[inden-1,4′-piperidine]-1′-ylcarbonyl)pyrazolo[1,5-a]pyrimidine-3-carboxylic acid (0.130 g, 0.264 mmol) obtained in step 2 and methanesulfonamide (0.126 g, 1.32 mmol), the title compound (0.096 g, 64%) was obtained. Reactants: CO, CCOC(=O)c1cccc(N2CC(NC(=O)c3nc(Cl)c(CC)[nH]3)C2)c1, [Li+], [OH-], O. Product: CCc1[nH]c(C(=O)NC2CN(c3cccc(C(=O)O)c3)C2)nc1Cl. RXN SMILES: [CH3:30][OH:31].[Cl:1][c:2]1[n:3][c:4]([C:9](=[O:10])[NH:11][CH:12]2[CH2:13][N:14]([c:16]3[cH:17][c:18]([C:19](=[O:20])[O:21][CH2:22][CH3:23])[cH:24][cH:25][cH:26]3)[CH2:15]2)[nH:5][c:6]1[CH2:7][CH3:8].[Li+:27].[OH-:28].[OH2:29]>>[Cl:1][c:2]1[n:3][c:4]([C:9](=[O:10])[NH:11][CH:12]2[CH2:13][N:14]([c:16]3[cH:17][c:18]([C:19](=[O:20])[OH:21])[cH:24][cH:25][cH:26]3)[CH2:15]2)[nH:5][c:6]1[CH2:7][CH3:8]. Starting materials: [H-].[Na+] (sodium hydride), C(C1=CC=CC=C1)OC=1C(=CC2=C(NC(O2)=O)C1)[N+](=O)[O-] (5-benzyloxy-6-nitro-3H-benzoxazole-2-one), C(C)(C)(CC)C1=C(OC(C(CCCC)Cl)=O)C=CC(=C1)C(C)(C)CC (α-(2,4-ditert.-pentylphenoxy)-hexanoylchloride). The product is C(C)(C)(CC)C1=C(OC(C(CCCC)N2C(OC3=C2C=C(C(=C3)[N+](=O)[O-])OCC3=CC=CC=C3)=O)=O)C=CC(=C1)C(C)(C)CC (3-[α-(2,4-ditert.-pentylphenoxy)-hexanoyl]-5-benzyloxy-6-nitro-2H-benzoxazole-2one). Yield: 72.8%. RXN SMILES: [H-].[Na+].[CH2:3]([O:10][C:11]1[C:12]([N+:21]([O-:23])=[O:22])=[CH:13][C:14]2[O:18][C:17](=[O:19])[NH:16][C:15]=2[CH:20]=1)[C:4]1[CH:9]=[CH:8][CH:7]=[CH:6][CH:5]=1.[C:24]([C:29]1[CH:43]=[C:42]([C:44]([CH2:47][CH3:48])([CH3:46])[CH3:45])[CH:41]=[CH:40][C:30]=1[O:31][C:32](=[O:39])[CH:33](Cl)[CH2:34][CH2:35][CH2:36][CH3:37])([CH2:27][CH3:28])([CH3:26])[CH3:25]>>[C:24]([C:29]1[CH:43]=[C:42]([C:44]([CH2:47][CH3:48])([CH3:45])[CH3:46])[CH:41]=[CH:40][C:30]=1[O:31][C:32](=[O:39])[CH:33]([N:16]1[C:15]2[CH:20]=[C:11]([O:10][CH2:3][C:4]3[CH:9]=[CH:8][CH:7]=[CH:6][CH:5]=3)[C:12]([N+:21]([O-:23])=[O:22])=[CH:13][C:14]=2[O:18][C:17]1=[O:19])[CH2:34][CH2:35][CH2:36][CH3:37])([CH2:27][CH3:28])([CH3:25])[CH3:26] |f:0.1|. Procedure details: 60% sodium hydride in oil dispersion (3 g, 0.075 mole) was added to the benzoxazolone ((d), 18.12 g, 0.063 mole) and α-(2,4-ditert.-pentylphenoxy)-hexanoylchloride (23.23 g, 0.063 mole) in dry refluxing toluene (400 ml) and the resulting solution was refluxed for further 2 hours. Water (100 ml) was added and azeotropically distilled. The organic solution was filtered and evaporated to dryness under vacuum. The oily residue was purified by column chromatography on silica gel using toluene as elua... Reactants: CCCC[Sn](CCCC)(CCCC)c1cc(N(C(=O)C2CCC(C)CC2)C2CCC(O)CC2)c(C(=O)OC)s1, Cc1ccccc1, O=S(=O)(OC1=CCC(Oc2ccccc2)CC1)C(F)(F)F, c1ccc(P(c2ccccc2)(c2ccccc2)[Pd](P(c2ccccc2)(c2ccccc2)c2ccccc2)(P(c2ccccc2)(c2ccccc2)c2ccccc2)P(c2ccccc2)(c2ccccc2)c2ccccc2)cc1. Yields the product COC(=O)c1sc(C2=CCC(Oc3ccccc3)CC2)cc1N(C(=O)C1CCC(C)CC1)C1CCC(O)CC1. Reaction SMILES: [CH3:1][O:2][C:3](=[O:4])[c:5]1[s:6][c:7]([Sn:27]([CH2:28][CH2:29][CH2:30][CH3:31])([CH2:32][CH2:33][CH2:34][CH3:35])[CH2:36][CH2:37][CH2:38][CH3:39])[cH:8][c:9]1[N:10]([C:11](=[O:12])[CH:13]1[CH2:14][CH2:15][CH:16]([CH3:19])[CH2:17][CH2:18]1)[CH:20]1[CH2:21][CH2:22][CH:23]([OH:26])[CH2:24][CH2:25]1.[CH3:61][c:62]1[cH:63][cH:64][cH:65][cH:66][cH:67]1.[O:40]([c:41]1[cH:42][cH:43][cH:44][cH:45][cH:46]1)[CH:47]1[CH2:48][CH:49]=[C:50]([O:53][S:54]([C:55]([F:56])([F:57])[F:58])(=[O:59])=[O:60])[CH2:51][CH2:52]1.[cH:68]1[cH:69][cH:70][c:71]([P:72]([Pd:73]([P:74]([c:75]2[cH:76][cH:77][cH:78][cH:79][cH:80]2)([c:81]2[cH:82][cH:83][cH:84][cH:85][cH:86]2)[c:87]2[cH:88][cH:89][cH:90][cH:91][cH:92]2)([P:93]([c:94]2[cH:95][cH:96][cH:97][cH:98][cH:99]2)([c:100]2[cH:101][cH:102][cH:103][cH:104][cH:105]2)[c:106]2[cH:107][cH:108][cH:109][cH:110][cH:111]2)[P:112]([c:113]2[cH:114][cH:115][cH:116][cH:117][cH:118]2)([c:119]2[cH:120][cH:121][cH:122][cH:123][cH:124]2)[c:125]2[cH:126][cH:127][cH:128][cH:129][cH:130]2)([c:131]2[cH:132][cH:133][cH:134][cH:135][cH:136]2)[c:137]2[cH:138][cH:139][cH:140][cH:141][cH:142]2)[cH:143][cH:144]1>>[CH3:1][O:2][C:3](=[O:4])[c:5]1[s:6][c:7]([C:50]2=[CH:49][CH2:48][CH:47]([O:40][c:41]3[cH:42][cH:43][cH:44][cH:45][cH:46]3)[CH2:52][CH2:51]2)[cH:8][c:9]1[N:10]([C:11](=[O:12])[CH:13]1[CH2:14][CH2:15][CH:16]([CH3:19])[CH2:17][CH2:18]1)[CH:20]1[CH2:21][CH2:22][CH:23]([OH:26])[CH2:24][CH2:25]1. Reactants: N1=CC=CC=C1 (pyridine), [N+](=O)([O-])C1=CC=C(C(=O)O)C=C1 (4-nitrobenzoic acid), Cl.C(N)(=N)C=1C=C2C=CC(=C(C2=CC1)CC(N)=O)O (6-amidino-1-carbamoylmethyl-2-naphthol.hydrochloride), C1CCC(CC1)N=C=NC2CCCCC2 (DCC). Reagents/catalysts: CN(C)C=1C=CN=CC1 (DMAP). Solvent: CN(C)C=O (DMF), chloroformmethanol-acetic acid. Run at time 2 hour. Product: Cl.[N+](=O)([O-])C1=CC=C(C(=O)OC2=C(C3=CC=C(C=C3C=C2)C(N)=N)CC(N)=O)C=C1 (6-amidino-1-carbamoylmethyl-2-naphthyl 4-nitrobenzoate.hydrochloride). Yield: 29.4%. Reaction SMILES: N1C=CC=CC=1.[N+:7]([C:10]1[CH:18]=[CH:17][C:13]([C:14]([OH:16])=[O:15])=[CH:12][CH:11]=1)([O-:9])=[O:8].[ClH:19].[C:20]([C:23]1[CH:24]=[C:25]2[C:30](=[CH:31][CH:32]=1)[C:29]([CH2:33][C:34](=[O:36])[NH2:35])=[C:28](O)[CH:27]=[CH:26]2)(=[NH:22])[NH2:21].C1CCC(N=C=NC2CCCCC2)CC1>CN(C1C=CN=CC=1)C.CN(C=O)C>[ClH:19].[N+:7]([C:10]1[CH:11]=[CH:12][C:13]([C:14]([O:16][C:28]2[CH:27]=[CH:26][C:25]3[C:30](=[CH:31][CH:32]=[C:23]([C:20](=[NH:21])[NH2:22])[CH:24]=3)[C:29]=2[CH2:33][C:34](=[O:36])[NH2:35])=[O:15])=[CH:17][CH:18]=1)([O-:9])=[O:8] |f:2.3,7.8|. Reported procedure: 30 Milliliters of anhydrous pyridine and 10 ml of DMF were added to 1.8 g of 4-nitrobenzoic acid, 3.0 g of 6-amidino-1-carbamoylmethyl-2-naphthol.hydrochloride, 2.7 g of DCC and 130.9 mg of DMAP, followed by stirring for 2 hours under cooling with ice and then 24 hours at room temperature. Then, the precipitate was collected by filtration and washed with a small amount of DMF. To this collected precipitate was added 100 ml of DMF, to dissolve the precipitate with heating, followed by stirring fo...